This data is from the Open Reaction Database (ORD), a public repository of structured organic reaction records. The task is: describe an organic reaction: reactants, conditions, products, and yield The reactants are ClC1=NC=CC=C1C#N (2-Chloro-3-cyanopyridine), product, C([O-])([O-])=O.[K+].[K+] (potassium carbonate), O(C1=CC=CC=C1)C=1C=C(C=CC1)O (3-phenoxyphenol). Reagents/catalysts: [Cu] (copper bronze). Solvent: CN(C)C=O (DMF). Run at temperature 80 celsius, time 30 minute. Product: O(C1=CC=CC=C1)C=1C=C(OC2=NC=CC=C2C#N)C=CC1 (2-(3-phenoxyphenoxy)-3-cyano-pyridine). Yield: 157.0%. Reaction SMILES: C(=O)([O-])[O-].[K+].[K+].[O:7]([C:14]1[CH:15]=[C:16]([OH:20])[CH:17]=[CH:18][CH:19]=1)[C:8]1[CH:13]=[CH:12][CH:11]=[CH:10][CH:9]=1.Cl[C:22]1[C:27]([C:28]#[N:29])=[CH:26][CH:25]=[CH:24][N:23]=1>CN(C=O)C.[Cu]>[O:7]([C:14]1[CH:15]=[C:16]([CH:17]=[CH:18][CH:19]=1)[O:20][C:22]1[C:27]([C:28]#[N:29])=[CH:26][CH:25]=[CH:24][N:23]=1)[C:8]1[CH:9]=[CH:10][CH:11]=[CH:12][CH:13]=1 |f:0.1.2|. Procedure: A mixture of potassium carbonate (5.53 g, 0.04 mol) and 3-phenoxyphenol (15 g, 0.08 mol) in DMF (60 ml) was heated at 80° C. with stirring for 30 minutes. 2-Chloro-3-cyanopyridine (11.08 g, 0.08 mol) and copper bronze (0.8 g) were added and the resulting mixture heated at reflux for 90 minutes. GC analysis indicated the formation of a single product (96%). The reaction mixture was cooled and filtered, and then poured into water (300 ml) and allowed to stand over the weekend. The yellow-brown oil... Starting materials: CC(=O)OC(C)C, CN(C)C=O, CC(OS(C)(=O)=O)C(Cc1ccc(Cl)cc1)c1cccc(C#N)c1, [N-]=[N+]=[N-], [Na+]. Product: CC(N=[N+]=[N-])C(Cc1ccc(Cl)cc1)c1cccc(C#N)c1. As a reaction SMILES: [C:34]([O:35][CH:36]([CH3:37])[CH3:38])(=[O:39])[CH3:40].[CH3:29][N:30]([CH3:31])[CH:32]=[O:33].[Cl:1][c:2]1[cH:3][cH:4][c:5]([CH2:8][CH:9]([CH:10]([CH3:11])[O:12][S:13]([CH3:14])(=[O:15])=[O:16])[c:17]2[cH:18][c:19]([C:23]#[N:24])[cH:20][cH:21][cH:22]2)[cH:6][cH:7]1.[N-:26]=[N+:27]=[N-:28].[Na+:25]>>[Cl:1][c:2]1[cH:3][cH:4][c:5]([CH2:8][CH:9]([CH:10]([CH3:11])[N:26]=[N+:27]=[N-:28])[c:17]2[cH:18][c:19]([C:23]#[N:24])[cH:20][cH:21][cH:22]2)[cH:6][cH:7]1. As a reaction SMILES: Cl[CH:2]([CH2:8][C:9]1[CH:14]=[CH:13][C:12]([O:15][CH2:16][CH3:17])=[C:11]([O:18][CH2:19][CH3:20])[CH:10]=1)[C:3](OCC)=[O:4].[NH2:21][C:22]([NH2:24])=[S:23].C([O-])(=O)C.[Na+]>COCCO>[CH2:19]([O:18][C:11]1[CH:10]=[C:9]([CH:14]=[CH:13][C:12]=1[O:15][CH2:16][CH3:17])[CH2:8][CH:2]1[S:23][C:22](=[NH:21])[NH:24][C:3]1=[O:4])[CH3:20] |f:2.3|. Starting materials: ClC(C(=O)OCC)CC1=CC(=C(C=C1)OCC)OCC (ethyl 2-chloro-3-(3,4-diethoxyphenyl)propionate), NC(=S)N (thiourea), C(C)(=O)[O-].[Na+] (sodium acetate). Procedure: In 120 ml of ethylene glycol monomethyl ether is dissolved 11.7 g of ethyl 2-chloro-3-(3,4-diethoxyphenyl)propionate, followed by addition of 4.4 g of thiourea and 3.8 g of sodium acetate. The mixture is stirred at 110° C. for 15 hours. The solvent is distilled off under reduced pressure, water is added to the residue and extraction is carried out with ethyl acetate. The extract is washed with water, dried (over MgSO4) and distilled to remove the ethyl acetate. The above procedure provides 7.5 g... Reaction conditions: temperature 110 celsius, time 15 hour. The solvent is COCCO (ethylene glycol monomethyl ether). Isolated yield 65.5%. The product is C(C)OC=1C=C(CC2C(NC(S2)=N)=O)C=CC1OCC (5-(3,4-diethoxybenzyl)-2-iminothiazolidin-4-one). Reactants: C1CCOC1, OC1CC2CC1CC2(F)F, CCOC(=O)N=NC(=O)OCC, O=C1NC(=O)c2ccccc21, c1ccc(P(c2ccccc2)c2ccccc2)cc1. Yields the product O=C1c2ccccc2C(=O)N1C1CC2CC1CC2(F)F. Reaction SMILES: [CH2:53]1[O:54][CH2:55][CH2:56][CH2:57]1.[F:13][C:14]1([F:22])[CH:15]2[CH2:16][CH:17]([OH:21])[CH:18]([CH2:19]1)[CH2:20]2.[O:1]=[C:2]([O:3][CH2:4][CH3:5])[N:6]=[N:7][C:8]([O:9][CH2:10][CH3:11])=[O:12].[O:23]=[C:24]1[NH:25][C:26](=[O:27])[c:28]2[cH:29][cH:30][cH:31][cH:32][c:33]21.[c:34]1([P:35]([c:36]2[cH:37][cH:38][cH:39][cH:40][cH:41]2)[c:42]2[cH:43][cH:44][cH:45][cH:46][cH:47]2)[cH:48][cH:49][cH:50][cH:51][cH:52]1>>[F:13][C:14]1([F:22])[CH:15]2[CH2:16][CH:17]([N:25]3[C:24](=[O:23])[c:33]4[c:28]([cH:29][cH:30][cH:31][cH:32]4)[C:26]3=[O:27])[CH:18]([CH2:19]1)[CH2:20]2. RXN SMILES: [CH3:21][CH2:22][O:23][C:24]([CH3:25])=[O:26].[N+:1]([O-:2])(=[O:3])[c:4]1[cH:5][c:6]2[c:7]([cH:8][cH:9]1)[N:10]([CH2:16][CH2:17][CH2:18][CH2:19][CH3:20])[C:11](=[O:15])[C:12]21[CH2:13][CH2:14]1>>[NH2:1][c:4]1[cH:5][c:6]2[c:7]([cH:8][cH:9]1)[N:10]([CH2:16][CH2:17][CH2:18][CH2:19][CH3:20])[C:11](=[O:15])[C:12]21[CH2:13][CH2:14]1. Reactants: CCOC(C)=O, CCCCCN1C(=O)C2(CC2)c2cc([N+](=O)[O-])ccc21. Yields the product CCCCCN1C(=O)C2(CC2)c2cc(N)ccc21.